From a dataset of the Open Reaction Database (ORD), a public repository of structured organic reaction records. describe an organic reaction: reactants, conditions, products, and yield Starting materials: C1(=CC=C(C=C1)SC1=C(C=CC=C1)Br)C (2-(4-tolylsulfanyl)-phenyl bromide), C(=O)(OCC)N1CCC(CC1)=O (1-Carbethoxy-4-piperidone), [Li]CCCC (BuLi), CCCCCC (hexane), Cl (HCl). Run in C1CCOC1 (THF), CCCCCCC (heptane). Conditions: time 1 hour. Product: OC1(CCN(CC1)C(=O)OCC)C1=C(C=CC=C1)SC1=CC=C(C=C1)C (Ethyl 4-hydroxy-4-(2-(4-tolylsulfanyl)phenyl)-piperidin-1-carboxylate). Reaction SMILES: [C:1]1([CH3:15])[CH:6]=[CH:5][C:4]([S:7][C:8]2[CH:13]=[CH:12][CH:11]=[CH:10][C:9]=2Br)=[CH:3][CH:2]=1.[Li]CCCC.CCCCCC.[C:27]([N:32]1[CH2:37][CH2:36][C:35](=[O:38])[CH2:34][CH2:33]1)([O:29][CH2:30][CH3:31])=[O:28].Cl>CCCCCCC.C1COCC1>[OH:38][C:35]1([C:9]2[CH:10]=[CH:11][CH:12]=[CH:13][C:8]=2[S:7][C:4]2[CH:5]=[CH:6][C:1]([CH3:15])=[CH:2][CH:3]=2)[CH2:34][CH2:33][N:32]([C:27]([O:29][CH2:30][CH3:31])=[O:28])[CH2:37][CH2:36]1. Procedure: In a stirred reactor under nitrogen cover 2-(4-tolylsulfanyl)-phenyl bromide (600 g, 2.15 mol) was suspended in heptane (4.5 L). At room temperature 10M BuLi in hexane (235 mL, 2.36 mol) was added over 10 minutes. Only a small exotherm was noticed. The suspension was stirred for 1 hour at ambient temperature and then cooled down to −40° C. 1-Carbethoxy-4-piperidone (368 g, 2.15 mol) dissolved in THF (1.5 L) was added at a rate not faster than the reaction temperature was kept below −40° C. When ... The reactants are N1(C=NC=C1)C[C@H](C1=CC=CC=C1)OC1=C(C=2CCCC(C2C=C1)=O)CS(=O)(=O)C1=CC=C(C(=O)O)C=C1 (4-{[(2-{[(1S)-2-(1H-imidazol-1-yl)-1-phenylethyl]oxy}-5-oxo-5,6,7,8-tetrahydro-1-naphthalenyl)methyl]sulfonyl}benzoic acid), NC[C@H](C)O ((S)-1-amino-2-propanol). Yields the product O[C@H](CNC(C1=CC=C(C=C1)S(=O)(=O)CC1=C(C=CC=2C(CCCC12)=O)O[C@H](CN1C=NC=C1)C1=CC=CC=C1)=O)C (N-[(2S)-2-Hydroxypropyl]-4-{[(2-{[(1S)-2-(1H-imidazol-1-yl)-1-phenylethyl]oxy}-5-oxo-5,6,7,8-tetrahydro-1-naphthalenyl)methyl]sulfonyl}benzamide). Isolated yield 54.5%. RXN SMILES: [N:1]1([CH2:6][C@@H:7]([O:14][C:15]2[CH:24]=[CH:23][C:22]3[C:21](=[O:25])[CH2:20][CH2:19][CH2:18][C:17]=3[C:16]=2[CH2:26][S:27]([C:30]2[CH:38]=[CH:37][C:33]([C:34](O)=[O:35])=[CH:32][CH:31]=2)(=[O:29])=[O:28])[C:8]2[CH:13]=[CH:12][CH:11]=[CH:10][CH:9]=2)[CH:5]=[CH:4][N:3]=[CH:2]1.[NH2:39][CH2:40][C@@H:41]([OH:43])[CH3:42]>>[OH:43][C@@H:41]([CH3:42])[CH2:40][NH:39][C:34](=[O:35])[C:33]1[CH:32]=[CH:31][C:30]([S:27]([CH2:26][C:16]2[C:17]3[CH2:18][CH2:19][CH2:20][C:21](=[O:25])[C:22]=3[CH:23]=[CH:24][C:15]=2[O:14][C@@H:7]([C:8]2[CH:13]=[CH:12][CH:11]=[CH:10][CH:9]=2)[CH2:6][N:1]2[CH:5]=[CH:4][N:3]=[CH:2]2)(=[O:29])=[O:28])=[CH:38][CH:37]=1. Procedure: Using the method in Example 172, 4-{[(2-{[(1S)-2-(1H-imidazol-1-yl)-1-phenylethyl]oxy}-5-oxo-5,6,7,8-tetrahydro-1-naphthalenyl)methyl]sulfonyl}benzoic acid (53 mg, 0.10 mmol, 0.20M in DMF) and (S)-1-amino-2-propanol (23 mg, 0.30 mmol, 0.6M in DMF) were combined to give 32 mg of the desired compound: Low resolution mass spectrum (LC-MS, APCI) m/z 588 [M+H]+. The reactants are CC(C)(C)OC(=O)N1CCc2[nH]n(-c3cnc4ccccc4n3)c(=O)c2C1, CN(C)C=O, [H-], CI, [Na+]. Product: Cn1c2c(c(=O)n1-c1cnc3ccccc3n1)CN(C(=O)OC(C)(C)C)CC2. RXN SMILES: [C:1]([CH3:2])([CH3:3])([CH3:4])[O:5][C:6](=[O:7])[N:8]1[CH2:9][c:10]2[c:11]([nH:14][n:15](-[c:18]3[n:19][c:20]4[cH:21][cH:22][cH:23][cH:24][c:25]4[n:26][cH:27]3)[c:16]2=[O:17])[CH2:12][CH2:13]1.[CH3:32][N:33]([CH3:34])[CH:35]=[O:36].[H-:28].[I:30][CH3:31].[Na+:29]>>[C:1]([CH3:2])([CH3:3])([CH3:4])[O:5][C:6](=[O:7])[N:8]1[CH2:9][c:10]2[c:11]([n:14]([CH3:31])[n:15](-[c:18]3[n:19][c:20]4[cH:21][cH:22][cH:23][cH:24][c:25]4[n:26][cH:27]3)[c:16]2=[O:17])[CH2:12][CH2:13]1.